From a dataset of the Open Reaction Database (ORD), a public repository of structured organic reaction records. describe an organic reaction: reactants, conditions, products, and yield Starting materials: CC(C)N(CC(C(=O)O)c1ccc(Cl)cc1)C(=O)OC(C)(C)C, CCN(C(C)C)C(C)C, ClCCl, Cl, Cl, c1ccc(-c2cnc3[nH]ncc3c2N2CCNCC2)cc1. Product: CC(C)N(CC(C(=O)N1CCN(c2c(-c3ccccc3)cnc3[nH]ncc23)CC1)c1ccc(Cl)cc1)C(=O)OC(C)(C)C. Reaction SMILES: [C:33]([CH3:34])([CH3:35])([CH3:36])[O:37][C:38](=[O:39])[N:40]([CH2:41][CH:42]([C:43](=[O:44])[OH:45])[c:46]1[cH:47][cH:48][c:49]([Cl:52])[cH:50][cH:51]1)[CH:53]([CH3:54])[CH3:55].[CH:1]([N:2]([CH2:3][CH3:4])[CH:5]([CH3:6])[CH3:7])([CH3:8])[CH3:9].[Cl:56][CH2:57][Cl:58].[ClH:10].[ClH:11].[c:12]1(-[c:18]2[c:19]([N:27]3[CH2:28][CH2:29][NH:30][CH2:31][CH2:32]3)[c:20]3[c:21]([n:22][cH:23]2)[nH:24][n:25][cH:26]3)[cH:13][cH:14][cH:15][cH:16][cH:17]1>>[c:12]1(-[c:18]2[c:19]([N:27]3[CH2:28][CH2:29][N:30]([C:43]([CH:42]([CH2:41][N:40]([C:38]([O:37][C:33]([CH3:34])([CH3:35])[CH3:36])=[O:39])[CH:53]([CH3:54])[CH3:55])[c:46]4[cH:47][cH:48][c:49]([Cl:52])[cH:50][cH:51]4)=[O:44])[CH2:31][CH2:32]3)[c:20]3[c:21]([n:22][cH:23]2)[nH:24][n:25][cH:26]3)[cH:13][cH:14][cH:15][cH:16][cH:17]1.